This data is from the Open Reaction Database (ORD), a public repository of structured organic reaction records. The task is: describe an organic reaction: reactants, conditions, products, and yield The reactants are C(C)(C)(C)OC(N(C)[C@@H]1CC[C@H](CC1)O)=O (trans-(4-Hydroxy-cyclohexyl)-methyl-carbamic acid tert-butyl ester), BrCCCCBr (1,4-Dibromobutane), [OH-].[Na+] (NaOH). Reagents/catalysts: S(=O)(=O)(O)[O-].C(CCC)[N+](CCCC)(CCCC)CCCC (tetrabutylammoniumhydrogensulfate). Run in C(Cl)Cl (CH2Cl2). Run at time 4 day. Yields the product C(C)(C)(C)OC(N(C)[C@@H]1CC[C@H](CC1)OCCCCBr)=O (trans-[4-(4-Bromo-butoxy)-cyclohexyl]-methyl-carbamic acid tert-butyl ester). The yield is 75.7%. RXN SMILES: [C:1]([O:5][C:6](=[O:16])[N:7]([C@H:9]1[CH2:14][CH2:13][C@H:12]([OH:15])[CH2:11][CH2:10]1)[CH3:8])([CH3:4])([CH3:3])[CH3:2].[Br:17][CH2:18][CH2:19][CH2:20][CH2:21]Br.[OH-].[Na+]>S([O-])(O)(=O)=O.C([N+](CCCC)(CCCC)CCCC)CCC.C(Cl)Cl>[C:1]([O:5][C:6](=[O:16])[N:7]([C@H:9]1[CH2:10][CH2:11][C@H:12]([O:15][CH2:21][CH2:20][CH2:19][CH2:18][Br:17])[CH2:13][CH2:14]1)[CH3:8])([CH3:4])([CH3:2])[CH3:3] |f:2.3,4.5|. Procedure: To a suspension of 2.0 g (8.7 mmol) trans-(4-Hydroxy-cyclohexyl)-methyl-carbamic acid tert-butyl ester in 56.5 ml (261 mmol, 30 eq) 1,4-Dibromobutane, 0.89 g (2.6 mmol, 0.3 eq) tetrabutylammoniumhydrogensulfate and 56 ml 50% aqueous NaOH were added. The mixture was stirred at RT for 4 days, CH2Cl2 was added and the layers were separated. The inorganic layer was extracted with CH2Cl2, the combined organic layers washed with brine and dried over Na2SO4. The excess of dibromide was removed in vacuo... The reactants are CN(C)C=O, CCN(C(C)C)C(C)C, Clc1nccnc1Cl, c1ccc2c(c1)OCC(CN1CCNCC1)O2. The product is Clc1nccnc1N1CCN(CC2COc3ccccc3O2)CC1. Reaction SMILES: [CH3:35][N:36]([CH3:37])[CH:38]=[O:39].[CH:26]([N:27]([CH:28]([CH3:29])[CH3:30])[CH2:31][CH3:32])([CH3:33])[CH3:34].[Cl:18][c:19]1[n:20][cH:21][cH:22][n:23][c:24]1[Cl:25].[O:1]1[CH:2]([CH2:11][N:12]2[CH2:13][CH2:14][NH:15][CH2:16][CH2:17]2)[CH2:3][O:4][c:5]2[c:6]1[cH:7][cH:8][cH:9][cH:10]2>>[O:1]1[CH:2]([CH2:11][N:12]2[CH2:13][CH2:14][N:15]([c:24]3[c:19]([Cl:18])[n:20][cH:21][cH:22][n:23]3)[CH2:16][CH2:17]2)[CH2:3][O:4][c:5]2[c:6]1[cH:7][cH:8][cH:9][cH:10]2. The reactants are N1(C=NC=C1)C1=CC=C(C=O)C=C1 (4-(1H-imidazol-1-yl)benzaldehyde), [N+](=O)([O-])CC (nitroethane), NCCC(=O)O (β-alanine). The solvent is C(CCC)O (n-butanol). Yields the product [N+](=O)([O-])C(=CC1=CC=C(C=C1)N1C=NC=C1)C (1-[4-(2-Nitro-1-propenyl)phenyl]-1H-imidazole). Isolated yield 20.2%. As a reaction SMILES: [N:1]1([C:6]2[CH:13]=[CH:12][C:9]([CH:10]=O)=[CH:8][CH:7]=2)[CH:5]=[CH:4][N:3]=[CH:2]1.[N+:14]([CH2:17][CH3:18])([O-:16])=[O:15].NCCC(O)=O>C(O)CCC>[N+:14]([C:17]([CH3:18])=[CH:10][C:9]1[CH:12]=[CH:13][C:6]([N:1]2[CH:5]=[CH:4][N:3]=[CH:2]2)=[CH:7][CH:8]=1)([O-:16])=[O:15]. Reported procedure: A mixture of 292 g (1.70 mole) of 4-(1H-imidazol-1-yl)benzaldehyde, 153.7 g (1.97 mole) of nitroethane (96%), and 15.4 g (.173 mole) of β-alanine in 1000 ml n-butanol is refluxed for nine hours. The reaction mixture is allowed to cool overnight, the solid collected, and washed successively with ether and water to give 78.7 g of dark yellow crystals, mp 119°-120° C. Concentration of the filtrate to approximately 500 ml and cooling at 0° gave a second crop (87.2 g) of the product, mp 116°-118° C. Reactants: O=S1(N(CCC1)C1=CC=C(C(=O)O)C=C1)=O (4-(1,1-dioxo-1λ6-isothiazolidin-2-yl)benzoic acid), CC=1C=C(C=CC1N1CCNCC1)CO ([3-methyl-4-(piperazin-1-yl)phenyl]methanol). Product: O=S1(N(CCC1)C1=CC=C(C=C1)C(=O)N1CCN(CC1)C1=C(C=C(C=C1)CO)C)=O ([4-(1,1-dioxo-1λ6-isothiazolidin-2-yl)phenyl][4-(4-hydroxymethyl-2-methylphenyl)piperazin-1-yl]methanone). Yield: 52.2%. Reaction SMILES: [O:1]=[S:2]1(=[O:16])[CH2:6][CH2:5][CH2:4][N:3]1[C:7]1[CH:15]=[CH:14][C:10]([C:11]([OH:13])=O)=[CH:9][CH:8]=1.[CH3:17][C:18]1[CH:19]=[C:20]([CH2:30][OH:31])[CH:21]=[CH:22][C:23]=1[N:24]1[CH2:29][CH2:28][NH:27][CH2:26][CH2:25]1>>[O:16]=[S:2]1(=[O:1])[CH2:6][CH2:5][CH2:4][N:3]1[C:7]1[CH:8]=[CH:9][C:10]([C:11]([N:27]2[CH2:26][CH2:25][N:24]([C:23]3[CH:22]=[CH:21][C:20]([CH2:30][OH:31])=[CH:19][C:18]=3[CH3:17])[CH2:29][CH2:28]2)=[O:13])=[CH:14][CH:15]=1. Procedure details: Using 4-(1,1-dioxo-1λ6-isothiazolidin-2-yl)benzoic acid (378 mg) described in Preparation Example 16 and [3-methyl-4-(piperazin-1-yl)phenyl]methanol (323 mg) described in Preparation Example 98 and by the reaction and treatment in the same manner as in Example 87, the title compound (351 mg) was obtained. Reactants: CCOC(=O)c1sc(Br)cc1C, O=c1cc(OCc2ccccc2)cc[nH]1. Product: CCOC(=O)c1sc(-n2ccc(OCc3ccccc3)cc2=O)cc1C. RXN SMILES: [Br:16][c:17]1[cH:18][c:19]([CH3:27])[c:20]([C:22](=[O:23])[O:24][CH2:25][CH3:26])[s:21]1.[CH2:1]([c:2]1[cH:3][cH:4][cH:5][cH:6][cH:7]1)[O:8][c:9]1[cH:10][c:11](=[O:15])[nH:12][cH:13][cH:14]1>>[CH2:1]([c:2]1[cH:3][cH:4][cH:5][cH:6][cH:7]1)[O:8][c:9]1[cH:10][c:11](=[O:15])[n:12](-[c:17]2[cH:18][c:19]([CH3:27])[c:20]([C:22](=[O:23])[O:24][CH2:25][CH3:26])[s:21]2)[cH:13][cH:14]1. The reactants are C(#N)CCCCC1=CN(C2=CC=CC=C12)C=1C=NC=CC1 (3-(4-cyanobutyl)-N-(3-pyridyl)indole), [N-]=[N+]=[N-].[Na+] (sodium azide), [Cl-].[NH4+] (ammonium chloride), [Cl-].[Li+] (lithium chloride). The solvent is CN(C=O)C (N,N-dimethylformamide). The product is Cl (hydrogen chloride), Cl.N1N=NN=C1CCCCC1=CN(C2=CC=CC=C12)C=1C=NC=CC1 (3-[4-(5-tetrazolyl)butyl]-N-(3-pyridyl)indole hydrochloride). Reaction SMILES: [C:1]([CH2:3][CH2:4][CH2:5][CH2:6][C:7]1[C:15]2[C:10](=[CH:11][CH:12]=[CH:13][CH:14]=2)[N:9]([C:16]2[CH:17]=[N:18][CH:19]=[CH:20][CH:21]=2)[CH:8]=1)#[N:2].[N-:22]=[N+:23]=[N-:24].[Na+].[Cl-:26].[NH4+].[Cl-].[Li+]>CN(C)C=O>[ClH:26].[ClH:26].[NH:22]1[C:1]([CH2:3][CH2:4][CH2:5][CH2:6][C:7]2[C:15]3[C:10](=[CH:11][CH:12]=[CH:13][CH:14]=3)[N:9]([C:16]3[CH:17]=[N:18][CH:19]=[CH:20][CH:21]=3)[CH:8]=2)=[N:2][N:24]=[N:23]1 |f:1.2,3.4,5.6,9.10|. Procedure: A mixture of 5.16 g of 3-(4-cyanobutyl)-N-(3-pyridyl)indole, 1.88 g of sodium azide, 1.57 g of ammonium chloride and 10 mole % of lithium chloride is heated in 14 ml of dry N,N-dimethylformamide at 125° C. for 17 hours. The reaction mixture is cooled, filtered and evaporated to a residual oil which is partitioned between 50 ml of water and 50 ml of ethyl acetate. The aqueous phase is adjusted to pH=2, extracted with 20 ml of ethyl acetate, adjusted to pH=5 and the resulting solid collected by fi... Reactants: C(CCC)[Li] (n-butyl lithium), BrC1=C(C=C(C(=C1)C)Br)C (2,5-dibromo-p-xylene), Cl (hydrochloric acid), C(=O)=O (carbon dioxide). The solvent is CCCCCC (hexane). Conditions: time 1 hour. The product is BrC1=CC(=C(C(=O)O)C=C1C)C (4-bromo-2,5-dimethylbenzoic acid). As a reaction SMILES: C([Li])CCC.Br[C:7]1[CH:12]=[C:11]([CH3:13])[C:10]([Br:14])=[CH:9][C:8]=1[CH3:15].[C:16](=[O:18])=[O:17].Cl>CCCCCC>[Br:14][C:10]1[C:11]([CH3:13])=[CH:12][C:7]([C:16]([OH:18])=[O:17])=[C:8]([CH3:15])[CH:9]=1. Reported procedure: At −78° C., 100 ml (0.16 mol) of a 1.6 molar n-butyl lithium solution in hexane is added dropwise to a solution of 43.63 g (0.162 mol) of 2,5-dibromo-p-xylene, and stirred for one hour. Then dry carbon dioxide is passed into the solution for 4 hours. It is slowly heated to ambient temperature and stirred for 16 hours. After the slow addition of 210 ml of 2N hydrochloric acid, the phases are separated, the aqueous phase is extracted 2× with 200 ml ether, the combined organic phases are washed wit...